Task: describe an organic reaction: reactants, conditions, products, and yield. Dataset: the Open Reaction Database (ORD), a public repository of structured organic reaction records Reactants: OC1CN2C(C(CCCCCC=CC3CC3(NC(C2C1)=O)C(=O)NS(=O)(=O)C1CC1)NC(=O)OC(C)(C)C)=O (18-hydroxy-14-tert-butoxycarbonylamino-4-cyclopropylsulfonylaminocarbonyl-2,15-dioxo-3,16-diazatricyclo[14.3.0.04,6]-nonadec-7-ene), FC1=CC=C(C(=O)Cl)C=C1 (4-fluorobenzoyl chloride). Product: FC1=CC=C(C(=O)OC2CN3C(C(CCCCCC=CC4CC4(NC(C3C2)=O)C(=O)NS(=O)(=O)C2CC2)NC(=O)OC(C)(C)C)=O)C=C1 (18-(4-fluorobenzoyloxy)-14-tert-butoxycarbonylamino-4-cyclopropylsulfonylaminocarbonyl-2,15-dioxo-3,16-diazatricyclo-[14.3.0.04,6]-nonadec-7-ene). The yield is 9.0%. Reaction SMILES: [OH:1][CH:2]1[CH2:20][CH:19]2[N:4]([C:5](=[O:39])[CH:6]([NH:31][C:32]([O:34][C:35]([CH3:38])([CH3:37])[CH3:36])=[O:33])[CH2:7][CH2:8][CH2:9][CH2:10][CH2:11][CH:12]=[CH:13][CH:14]3[C:16]([C:22]([NH:24][S:25]([CH:28]4[CH2:30][CH2:29]4)(=[O:27])=[O:26])=[O:23])([NH:17][C:18]2=[O:21])[CH2:15]3)[CH2:3]1.[F:40][C:41]1[CH:49]=[CH:48][C:44]([C:45](Cl)=[O:46])=[CH:43][CH:42]=1>>[F:40][C:41]1[CH:49]=[CH:48][C:44]([C:45]([O:1][CH:2]2[CH2:20][CH:19]3[N:4]([C:5](=[O:39])[CH:6]([NH:31][C:32]([O:34][C:35]([CH3:36])([CH3:38])[CH3:37])=[O:33])[CH2:7][CH2:8][CH2:9][CH2:10][CH2:11][CH:12]=[CH:13][CH:14]4[C:16]([C:22]([NH:24][S:25]([CH:28]5[CH2:30][CH2:29]5)(=[O:27])=[O:26])=[O:23])([NH:17][C:18]3=[O:21])[CH2:15]4)[CH2:3]2)=[O:46])=[CH:43][CH:42]=1. Procedure: Prepared by way of method I using 18-hydroxy-14-tert-butoxycarbonylamino-4-cyclopropylsulfonylaminocarbonyl-2,15-dioxo-3,16-diazatricyclo[14.3.0.04,6]-nonadec-7-ene (100 mg, 0.176 mmol) and 4-fluorobenzoyl chloride (42 mg, 0.35 mmol). The final trituration (diethyl ether/hexane) and filtration gave 11 mg (9.1%) of 18-(4-fluorobenzoyloxy)-14-tert-butoxycarbonylamino-4-cyclopropylsulfonylaminocarbonyl-2,15-dioxo-3,16-diazatricyclo-[14.3.0.04,6]-nonadec-7-ene as a white powder: 95.0% pure (HPLC), M... RXN SMILES: [CH2:1]([CH3:2])[I:3].[CH2:4]1[CH2:5][O:6][C:7]2([CH2:8][NH:9][S:10](=[O:21])(=[O:22])[c:11]3[c:12]2[cH:13][cH:14][c:15]2[cH:16][cH:17][cH:18][cH:19][c:20]32)[O:23]1.[CH:27]([OH:28])([CH3:29])[CH3:30].[Na+:25].[OH-:24].[OH2:26]>>[CH2:1]([CH3:2])[N:9]1[CH2:8][C:7]2([O:6][CH2:5][CH2:4][O:23]2)[c:12]2[c:11]([c:20]3[c:15]([cH:14][cH:13]2)[cH:16][cH:17][cH:18][cH:19]3)[S:10]1(=[O:21])=[O:22]. Product: CCN1CC2(OCCO2)c2ccc3ccccc3c2S1(=O)=O. The reactants are CCI, O=S1(=O)NCC2(OCCO2)c2ccc3ccccc3c21, CC(C)O, [Na+], [OH-], O.